From a dataset of the Open Reaction Database (ORD), a public repository of structured organic reaction records. describe an organic reaction: reactants, conditions, products, and yield The reactants are [H][H] (hydrogen), C(C1=CC=CC=C1)OC(=O)N1C(CC2=CC=CC=C12)CC(CC(=O)OCC)=O (1-benzyloxycarbonyl-2-(3-ethoxycarbonyl-2-oxopropyl)indoline), C(C1=CC=CC=C1)OC(=O)N1[C@@H](C[C@H](C1)OC)CC(CC(=O)OCC)=O ((2S, 4R)-1-benzyloxycarbonyl-2-(3-ethoxycarbonyl-2-oxopropyl)-4-methoxypyrrolidine). The reagents and catalysts are [OH-].[OH-].[Pd+2] (palladium hydroxide on carbon). Product: C(C)OC(=O)CC(CC1NC2=CC=CC=C2C1)=O (2-(3-Ethoxycarbonyl-2-oxopropyl)indoline). As a reaction SMILES: [H][H].C(OC([N:13]1[C:21]2[C:16](=[CH:17][CH:18]=[CH:19][CH:20]=2)[CH2:15][CH:14]1[CH2:22][C:23](=[O:30])[CH2:24][C:25]([O:27][CH2:28][CH3:29])=[O:26])=O)C1C=CC=CC=1.C(OC(N1C[C@H](OC)C[C@H]1CC(=O)CC(OCC)=O)=O)C1C=CC=CC=1>[OH-].[OH-].[Pd+2]>[CH2:28]([O:27][C:25]([CH2:24][C:23](=[O:30])[CH2:22][CH:14]1[CH2:15][C:16]2[C:21](=[CH:20][CH:19]=[CH:18][CH:17]=2)[NH:13]1)=[O:26])[CH3:29] |f:3.4.5|. Procedure details: In a similar manner to that described in Preparative Example 1(iii)′ above, a debenzylation reaction using hydrogen gas and palladium hydroxide on carbon was performed, using 1-benzyloxycarbonyl-2-(3-ethoxycarbonyl-2-oxopropyl)indoline [obtained as described in Preparative Example 5(iii)′ above] instead of (2S, 4R)-1-benzyloxycarbonyl-2-(3-ethoxycarbonyl-2-oxopropyl)-4-methoxypyrrolidine, to give the title compound as an orange oil (yield: quantitative). The reactants are ClN1C(CCC1=O)=O (N-chlorosuccinimide), FC1=CC=C(C(=O)N2CC=3N(CC2)N=C(C3)COC3=CC=CC=C3)C=C1 (5-(4-fluorobenzoyl)-4,5,6,7-tetrahydro-2-(phenoxymethyl)-pyrazolo[1,5-a]pyrazine). Solvent: C(Cl)(Cl)Cl (chloroform). Reaction conditions: temperature 80 celsius, time 1 hour. Yields the product ClC=1C(=NN2C1CN(CC2)C(=O)C2=CC=C(C=C2)F)COC2=CC=CC=C2 ((3-chloro-2-phenoxymethyl-6,7-dihydro-4H-pyrazolo[1,5-a]pyrazin-5-yl)-(4-fluoro-phenyl)-methanone). Isolated yield 48.1%. RXN SMILES: [Cl:1]N1C(=O)CCC1=O.[F:9][C:10]1[CH:34]=[CH:33][C:13]([C:14]([N:16]2[CH2:21][CH2:20][N:19]3[N:22]=[C:23]([CH2:25][O:26][C:27]4[CH:32]=[CH:31][CH:30]=[CH:29][CH:28]=4)[CH:24]=[C:18]3[CH2:17]2)=[O:15])=[CH:12][CH:11]=1>C(Cl)(Cl)Cl>[Cl:1][C:24]1[C:23]([CH2:25][O:26][C:27]2[CH:32]=[CH:31][CH:30]=[CH:29][CH:28]=2)=[N:22][N:19]2[CH2:20][CH2:21][N:16]([C:14]([C:13]3[CH:12]=[CH:11][C:10]([F:9])=[CH:34][CH:33]=3)=[O:15])[CH2:17][C:18]=12. Procedure: N-chlorosuccinimide (21 mg, 0.16 mmol) was added to a solution of 5-(4-fluorobenzoyl)-4,5,6,7-tetrahydro-2-(phenoxymethyl)-pyrazolo[1,5-a]pyrazine (50 mg, 0.14 mmol) in chloroform (1 mL). The mixture was stirred at 80° C. for 1 hour. Then the solvent was evaporated in vacuo and the crude product was purified by flash column chromatography (silica; MeOH in DCM 0/100 to 10/90). The desired fractions were collected and the solvents evaporated in vacuo. The product was repurified by flash column chr... The reactants are O=C1O[C@@H]([C@@H](N(C1)C(=O)OCC1=CC=CC=C1)C1=CC=CC=C1)C1=CC=CC=C1 (benzyl (2R, 3S)-(−)-6 oxo-2,3 diphenyl-4 morpholine carboxylate), [Li+].C[Si](C)(C)[N-][Si](C)(C)C (LiHMDS), BrCC1=CC=C(C=C1)C(C(=O)OC(C)(C)C)(F)F (tert butyl 2-{4-(bromomethyl)phenyl}-2,2-difluoroacetate), CN(C)P(=O)(N(C)C)N(C)C (HMPA). Run in C1CCOC1 (THF). Conditions: temperature -78 celsius, time 1 hour. The product is C(C1=CC=CC=C1)OC(=O)N1[C@@H](C(O[C@@H]([C@@H]1C1=CC=CC=C1)C1=CC=CC=C1)=O)CC1=CC=C(C=C1)C(C(=O)OC(C)(C)C)(F)F (tert-Butyl 2-[4-({(3R, 5S, 6R)-4-{(benzyloxy)carbonyl}-2-Oxo-5,6-Diphenyl-1,4-Oxazinan-3-yl}methyl)Phenyl]-2,2-Difluoroacetate). As a reaction SMILES: [O:1]=[C:2]1[CH2:7][N:6]([C:8]([O:10][CH2:11][C:12]2[CH:17]=[CH:16][CH:15]=[CH:14][CH:13]=2)=[O:9])[C@@H:5]([C:18]2[CH:23]=[CH:22][CH:21]=[CH:20][CH:19]=2)[C@@H:4]([C:24]2[CH:29]=[CH:28][CH:27]=[CH:26][CH:25]=2)[O:3]1.Br[CH2:31][C:32]1[CH:37]=[CH:36][C:35]([C:38]([F:47])([F:46])[C:39]([O:41][C:42]([CH3:45])([CH3:44])[CH3:43])=[O:40])=[CH:34][CH:33]=1.CN(P(N(C)C)(N(C)C)=O)C.[Li+].C[Si]([N-][Si](C)(C)C)(C)C>C1COCC1>[CH2:11]([O:10][C:8]([N:6]1[C@@H:5]([C:18]2[CH:19]=[CH:20][CH:21]=[CH:22][CH:23]=2)[C@@H:4]([C:24]2[CH:29]=[CH:28][CH:27]=[CH:26][CH:25]=2)[O:3][C:2](=[O:1])[C@H:7]1[CH2:31][C:32]1[CH:33]=[CH:34][C:35]([C:38]([F:46])([F:47])[C:39]([O:41][C:42]([CH3:43])([CH3:45])[CH3:44])=[O:40])=[CH:36][CH:37]=1)=[O:9])[C:12]1[CH:17]=[CH:16][CH:15]=[CH:14][CH:13]=1 |f:3.4|. Reported procedure: To a cooled solution at −78° C. of benzyl (2R, 3S)-(−)-6 oxo-2,3 diphenyl-4 morpholine carboxylate (10.5 g) and tert butyl 2-{4-(bromomethyl)phenyl}-2,2-difluoroacetate (6.2 g) and HMPA 55 mL in THF 550 ml. was added LiHMDS (28 mL, 1 M in THF) over a period of 1 hour 20 minutes. The reaction mixture was stirred further at −78° C. for 1 hour.